Dataset: the Open Reaction Database (ORD), a public repository of structured organic reaction records. Task: describe an organic reaction: reactants, conditions, products, and yield The product is CC1CCCN(c2cc3nc(C(C)(C)C)sc3cc2N=C=S)C1. Starting materials: O=C([O-])O, ClC(Cl)Cl, S=C(Cl)Cl, [K+], CC1CCCN(c2cc3nc(C(C)(C)C)sc3cc2N)C1. RXN SMILES: [C:22](=[O:23])([OH:24])[O-:25].[CH:31]([Cl:32])([Cl:33])[Cl:34].[Cl:27][C:28]([Cl:29])=[S:30].[K+:26].[NH2:1][c:2]1[cH:3][c:4]2[c:5]([n:6][c:7]([C:9]([CH3:10])([CH3:11])[CH3:12])[s:8]2)[cH:13][c:14]1[N:15]1[CH2:16][CH:17]([CH3:21])[CH2:18][CH2:19][CH2:20]1>>[N:1]([c:2]1[cH:3][c:4]2[c:5]([n:6][c:7]([C:9]([CH3:10])([CH3:11])[CH3:12])[s:8]2)[cH:13][c:14]1[N:15]1[CH2:16][CH:17]([CH3:21])[CH2:18][CH2:19][CH2:20]1)=[C:28]=[S:30]. The reactants are S1C=NC(C12CCSCC2)C(=O)OCC (ethyl 1,8-dithia-3-azaspiro[4.5]dec-2-ene-4-carboxylate), Cl (hydrochloric acid). The product is Cl.NC(C(=O)O)C1(CCSCC1)S (alpha-amino-4-mercapto-2,3,5,6-tetrahydro-4H-thiopyran-4-acetic acid hydrochloride). The yield is 100.0%. RXN SMILES: [S:1]1[C:5]2([CH2:10][CH2:9][S:8][CH2:7][CH2:6]2)[CH:4]([C:11]([O:13]CC)=[O:12])[N:3]=C1.[ClH:16]>>[ClH:16].[NH2:3][CH:4]([C:5]1([SH:1])[CH2:6][CH2:7][S:8][CH2:9][CH2:10]1)[C:11]([OH:13])=[O:12] |f:2.3|. Procedure details: 27.2 g (0.11 mole) of ethyl 1,8-dithia-3-azaspiro[4.5]dec-2-ene-4-carboxylate are dissolved in 865 ml of 6N hydrochloric acid and boiled under reflux for 5 hours. The reaction mixture is then concentrated in vacuo in a rotary evaporator. The residue is taken up several times in dry benzene to eliminate traces of water and is then triturated in diethyl ether and filtered. There are obtained 27 g (approx. 100% of theory) of alpha-amino-4-mercapto-2,3,5,6-tetrahydro-4H-thiopyran-4-acetic acid hydro... Reactants: [Cl-].C1(CCC1)C[NH2+]CCCl (N-cyclobutylmethyl-N-(2-chloroethyl)ammonium chloride), ClC=1C(=C(C=CC1)N=C=S)C (3-chloro-2-methylphenyl isothiocyanate). The product is ClC=1C(=C(C=CC1)N=C1SCCN1CC1CCC1)C (2-(3-chloro-2-methylphenylimino)-3-(cyclobutylmethyl)-1,3-thiazolidine). As a reaction SMILES: [Cl-].[CH:2]1([CH2:6][NH2+:7][CH2:8][CH2:9]Cl)[CH2:5][CH2:4][CH2:3]1.[Cl:11][C:12]1[C:13]([CH3:21])=[C:14]([N:18]=[C:19]=[S:20])[CH:15]=[CH:16][CH:17]=1>>[Cl:11][C:12]1[C:13]([CH3:21])=[C:14]([N:18]=[C:19]2[N:7]([CH2:6][CH:2]3[CH2:3][CH2:4][CH2:5]3)[CH2:8][CH2:9][S:20]2)[CH:15]=[CH:16][CH:17]=1 |f:0.1|. Reported procedure: 2-Hydroxyethylamine was reacted with cyclobutylmethyl bromide according to Method B2a to give N-cyclobutylmethyl-N-(2-hydroxyethyl)amine. The alcohol was reacted with SOCl2 according to Method B7c to give N-cyclobutylmethyl-N-(2-chloroethyl)ammonium chloride. The chloroethylamine was reacted with 3-chloro-2-methylphenyl isothiocyanate to give 2-(3-chloro-2-methylphenylimino)-3-(cyclobutylmethyl)-1,3-thiazolidine. The reactants are C=1C=CC(=C(C1)C2=C3C=CC(=O)C=C3OC4=C2C=CC(=C4)O)C(=O)O (Fluorescein), C(C1=CC=CC=C1)Cl (benzyl chloride), CC(=O)C (Acetone), C([O-])([O-])=O.[K+].[K+] (potassium carbonate). Solvent: CN(C=O)C (dimethylformamide). Conditions: temperature 80 celsius. The product is C1=CC=C(C=C1)COC2=CC3=C(C=C2)C(=C4C=CC(=O)C=C4O3)C5=CC=CC=C5C(=O)OCC6=CC=CC=C6 (O-benzylfluorescein benzyl ester), solid. The yield is 59.0%. RXN SMILES: [CH:1]1[CH:2]=[CH:3][C:4]([C:23]([OH:25])=[O:24])=[C:5]([C:7]2[C:17]3[CH:18]=[CH:19][C:20]([OH:22])=[CH:21][C:16]=3[O:15][C:14]3[C:8]=2[CH:9]=[CH:10][C:11]([CH:13]=3)=[O:12])[CH:6]=1.C(=O)([O-])[O-].[K+].[K+].[CH2:32](Cl)[C:33]1[CH:38]=[CH:37][CH:36]=[CH:35][CH:34]=1.[CH3:40][C:41]([CH3:43])=O>CN(C)C=O>[CH:36]1[CH:37]=[CH:38][C:33]([CH2:32][O:12][C:11]2[CH:10]=[CH:9][C:8]3[C:7]([C:5]4[C:4]([C:23]([O:25][CH2:40][C:41]5[CH:43]=[CH:5][CH:6]=[CH:1][CH:2]=5)=[O:24])=[CH:3][CH:2]=[CH:1][CH:6]=4)=[C:17]4[C:16]([O:15][C:14]=3[CH:13]=2)=[CH:21][C:20](=[O:22])[CH:19]=[CH:18]4)=[CH:34][CH:35]=1 |f:1.2.3|. Procedure details: Fluorescein (40 g, 120.5 mmol) was dissolved in dimethylformamide (DMF, 500 mL) in a 2 L flask fitted with a mechanical stirrer then potassium carbonate (72 g, 521.7 mmol) was added in as a single portion. The reaction was heated to 80° C. then benzyl chloride (42 mL, 363.5 mmol) was added dropwise. After 24 h at 80° C. the reaction was cooled down to room temperature. Acetone (400 mL) was added and the product was allowed to precipitate overnight. The solid orange product was filtered, washed w... The reactants are CCOC(=O)C1CCN(C(=O)OC(C)(C)C)CC1, C1CCOC1, CC#N, [Li]CCCC. The product is CC(C)(C)OC(=O)N1CCC(C(=O)CC#N)CC1. RXN SMILES: [C:9](=[O:10])([O:11][C:12]([CH3:13])([CH3:14])[CH3:15])[N:16]1[CH2:17][CH2:18][CH:19]([C:22]([O:24][CH2:23][CH3:25])=[O:26])[CH2:20][CH2:21]1.[CH2:27]1[O:28][CH2:29][CH2:30][CH2:31]1.[CH3:1][C:2]#[N:3].[CH3:4][CH2:5][CH2:6][CH2:7][Li:8]>>[CH2:1]([C:2]#[N:3])[C:22]([CH:19]1[CH2:18][CH2:17][N:16]([C:9](=[O:10])[O:11][C:12]([CH3:13])([CH3:14])[CH3:15])[CH2:21][CH2:20]1)=[O:24]. Reactants: ClC1=CC=C(C=C1)/C=C/C=O ((E)-3-(4-chlorophenyl)acrylaldehyde), ClC1=C(C=C(C=C1)I)Cl (1,2-dichloro-4-iodobenzene). Product: ClC=1C=C(C=CC1Cl)/C=C/C=O ((E)-3-(3,4-Dichlorophenyl)acrylaldehyde). Isolated yield 58.0%. As a reaction SMILES: [Cl:1][C:2]1[CH:7]=[CH:6][C:5](/[CH:8]=[CH:9]/[CH:10]=[O:11])=[CH:4][CH:3]=1.[Cl:12]C1C=CC(I)=CC=1Cl>>[Cl:12][C:7]1[CH:6]=[C:5](/[CH:8]=[CH:9]/[CH:10]=[O:11])[CH:4]=[CH:3][C:2]=1[Cl:1]. Procedure details: The same synthetic procedure as described for intermediate 5d, but starting from 1,2-dichloro-4-iodobenzene gave 58% of the title compound which was characterised as follows: Starting materials: FC(C(=O)O)(F)F (trifluoroacetic acid), [OH-].[Li+] (lithium hydroxide), ice water, C1(=CC=C(C=C1)N1C(C2(C=3C1=NC=C(C3)C#N)CCN(CC2)CC2=NC=CC=C2C)=O)C2=CC=CC=C2 (1′-biphenyl-4-yl-1-[(3-methylpyridin-2-yl)methyl]-2′-oxo-1′,2′-dihydrospiro[piperidine-4,3′-pyrrolo[2,3-b]pyridine]-5′-carbonitrile), S(O)(O)(=O)=O (sulfuric acid), Cl (HCl). The solvent is C1CCOC1 (THF), C(C)O (ethanol), O (water). Conditions: temperature 100 celsius. The product is C1(=CC=C(C=C1)N1C(C2(C=3C1=NC=C(C3)C(=O)O)CCN(CC2)CC2=NC=CC=C2C)=O)C2=CC=CC=C2 (1′-biphenyl-4-yl-1-[(3-methylpyridin-2-yl)methyl]-2′-oxo-1′,2′-dihydrospiro[piperidine-4,3′-pyrrolo[2,3-b]pyridine]-5′-carboxylic acid). Reaction SMILES: F[C:2](F)(F)[C:3]([OH:5])=[O:4].[C:8]1([C:39]2[CH:44]=[CH:43][CH:42]=[CH:41][CH:40]=2)[CH:13]=[CH:12][C:11]([N:14]2[C:18]3=[N:19][CH:20]=C(C#N)[CH:22]=[C:17]3[C:16]3([CH2:29][CH2:28][N:27]([CH2:30][C:31]4[C:36]([CH3:37])=[CH:35][CH:34]=[CH:33][N:32]=4)[CH2:26][CH2:25]3)[C:15]2=[O:38])=[CH:10][CH:9]=1.S(=O)(=O)(O)O.[OH-].[Li+].Cl>O.C1COCC1.C(O)C>[C:8]1([C:39]2[CH:40]=[CH:41][CH:42]=[CH:43][CH:44]=2)[CH:9]=[CH:10][C:11]([N:14]2[C:18]3=[N:19][CH:20]=[C:2]([C:3]([OH:5])=[O:4])[CH:22]=[C:17]3[C:16]3([CH2:29][CH2:28][N:27]([CH2:30][C:31]4[C:36]([CH3:37])=[CH:35][CH:34]=[CH:33][N:32]=4)[CH2:26][CH2:25]3)[C:15]2=[O:38])=[CH:12][CH:13]=1 |f:3.4|. Reported procedure: The title compound of Example 4, 1′-biphenyl-4-yl-1-[(3-methylpyridin-2-yl)methyl]-2′-oxo-1′,2′-dihydrospiro[piperidine-4,3′-pyrrolo[2,3-b]pyridine]-5′-carbonitrile, (1 mmol) was combined with anhydrous ethanol (10 mL) and neat sulfuric acid (1 mL) was added drop wise to the solution over 2 minutes. The resulting mixture is heated in a sealed tube to 100° C., allowed to cool to room temperature and combined with ice water. The resulting mixture was extracted with methylene chloride, dried and co... Starting materials: C(OC(Cl)(Cl)Cl)(OC(Cl)(Cl)Cl)=O (bis(trichloromethyl) carbonate), Cl.NC1CCN(CC1)CCC(F)(F)F (1-(4-amino-piperidin-1-yl)-3,3,3-trifluoro-propan hydrochloride), [C@H]1(CCC2=CC=CC=C12)NC1=NC2=CC=C(C=C2C=C1)N ((R)—N2-indan-1-yl-quinoline-2,6-diamine). Product: [C@H]1(CCC2=CC=CC=C12)NC1=NC2=CC=C(C=C2C=C1)NC(=O)NC1CCN(CC1)CCC(F)(F)F (1-[2-((R)-Indan-1-ylamino)-quinolin-6-yl]-3-[1-(3,3,3-trifluoro-propyl)-piperidin-4-yl]-urea). Reaction SMILES: [C:1](=[O:12])(OC(Cl)(Cl)Cl)OC(Cl)(Cl)Cl.Cl.[NH2:14][CH:15]1[CH2:20][CH2:19][N:18]([CH2:21][CH2:22][C:23]([F:26])([F:25])[F:24])[CH2:17][CH2:16]1.[C@H:27]1([NH:36][C:37]2[CH:46]=[CH:45][C:44]3[C:39](=[CH:40][CH:41]=[C:42]([NH2:47])[CH:43]=3)[N:38]=2)[C:35]2[C:30](=[CH:31][CH:32]=[CH:33][CH:34]=2)[CH2:29][CH2:28]1>>[C@H:27]1([NH:36][C:37]2[CH:46]=[CH:45][C:44]3[C:39](=[CH:40][CH:41]=[C:42]([NH:47][C:1]([NH:14][CH:15]4[CH2:20][CH2:19][N:18]([CH2:21][CH2:22][C:23]([F:26])([F:24])[F:25])[CH2:17][CH2:16]4)=[O:12])[CH:43]=3)[N:38]=2)[C:35]2[C:30](=[CH:31][CH:32]=[CH:33][CH:34]=2)[CH2:29][CH2:28]1 |f:1.2|. Procedure: The title compound was prepared in accordance with the general method 4 described in example 16 from bis(trichloromethyl) carbonate, 1-(4-amino-piperidin-1-yl)-3,3,3-trifluoro-propan hydrochloride and (R)—N2-indan-1-yl-quinoline-2,6-diamine; MS: m/e=498.6 (M+H+). The reactants are C(C)(C)(C)OC(=O)N1C=NC2=C1C=C(C=C2SC2=CC=1CCC[C@H](C1C=C2)CNC(=O)OC(C)(C)C)F ((R)-4-[5-(tert-Butoxycarbonylamino-methyl)-5,6,7,8-tetrahydro-naphthalen-2-ylsulfanyl]-6-fluoro-benzoimidazole-1-carboxylic acid tert-butyl ester), ClC1=CC(=CC=C1)C(=O)OO (metachloroperbenzoic acid), C(C)(C)(C)OC(=O)N1C=NC2=C1C=C(C=C2S(=O)(=O)C2=CC=1CCCC(C1C=C2)CNC(=O)OC(C)(C)C)F (4-[5-(tert-Butoxycarbonylamino-methyl)-5,6,7,8-tetrahydro-naphthalene-2-sulfonyl]-6-fluoro-benzoimidazole-1-carboxylic acid tert-butyl ester). Product: FC=1C=C(C2=C(NC=N2)C1)SC=1C=C2CCCC(C2=CC1)CN (C-[6-(6-Fluoro-1H-benzoimidazol-4-ylsulfanyl)-1,2,3,4-tetrahydro-naphthalen-1-yl]-methylamine). As a reaction SMILES: C(OC([N:8]1[C:12]2[CH:13]=[C:14]([F:37])[CH:15]=[C:16]([S:17][C:18]3[CH:27]=[CH:26][C:25]4[C@H:24]([CH2:28][NH:29]C(OC(C)(C)C)=O)[CH2:23][CH2:22][CH2:21][C:20]=4[CH:19]=3)[C:11]=2[N:10]=[CH:9]1)=O)(C)(C)C.ClC1C=CC=C(C(OO)=O)C=1.C(OC(N1C2C=C(F)C=C(S(C3C=CC4C(CNC(OC(C)(C)C)=O)CCCC=4C=3)(=O)=O)C=2N=C1)=O)(C)(C)C>>[F:37][C:14]1[CH:15]=[C:16]([S:17][C:18]2[CH:19]=[C:20]3[C:25](=[CH:26][CH:27]=2)[CH:24]([CH2:28][NH2:29])[CH2:23][CH2:22][CH2:21]3)[C:11]2[N:10]=[CH:9][NH:8][C:12]=2[CH:13]=1. Procedure: (R)-4-[5-(tert-Butoxycarbonylamino-methyl)-5,6,7,8-tetrahydro-naphthalen-2-ylsulfanyl]-6-fluoro-benzoimidazole-1-carboxylic acid tert-butyl ester was treated with metachloroperbenzoic acid using the procedure of step 8 of Example 15. The resulting 4-[5-(tert-Butoxycarbonylamino-methyl)-5,6,7,8-tetrahydro-naphthalene-2-sulfonyl]-6-fluoro-benzoimidazole-1-carboxylic acid tert-butyl ester was deprotected following the procedure of step 10 of Example 15 to give C-[6-(6-Fluoro-1H-benzoimidazol-4-ylsu... The reactants are FC(S(=O)(=O)OC=1C(=CC=C2C=CC=NC12)C(=O)N(C)OC)(F)F (7-{[methoxy(methyl)amino]carbonyl}quinolin-8-yl trifluoromethanesulfonate), FC1=C(C=CC=C1)B(O)O ((2-fluorophenyl)boronic acid), solution, C([O-])([O-])=O.[Na+].[Na+] (sodium carbonate), O (water). Reagents/catalysts: C=1C=CC(=CC1)[P](C=2C=CC=CC2)(C=3C=CC=CC3)[Pd]([P](C=4C=CC=CC4)(C=5C=CC=CC5)C=6C=CC=CC6)([P](C=7C=CC=CC7)(C=8C=CC=CC8)C=9C=CC=CC9)[P](C=1C=CC=CC1)(C=1C=CC=CC1)C=1C=CC=CC1 (tetrakis(triphenylphosphine)palladium(0)). Solvent: C(C)(=O)OCC (ethyl acetate), O1CCOCC1 (1,4-dioxane). Run at temperature 100 celsius. The product is FC1=C(C=CC=C1)C=1C(=CC=C2C=CC=NC12)C(=O)N(C)OC (8-(2-fluorophenyl)-N-methoxy-N-methylquinoline-7-carboxamide). Isolated yield 78.6%. RXN SMILES: FC(F)(F)S(O[C:7]1[C:8]([C:17]([N:19]([O:21][CH3:22])[CH3:20])=[O:18])=[CH:9][CH:10]=[C:11]2[C:16]=1[N:15]=[CH:14][CH:13]=[CH:12]2)(=O)=O.[F:25][C:26]1[CH:31]=[CH:30][CH:29]=[CH:28][C:27]=1B(O)O.C(=O)([O-])[O-].[Na+].[Na+].O>O1CCOCC1.C(OCC)(=O)C.C1C=CC([P]([Pd]([P](C2C=CC=CC=2)(C2C=CC=CC=2)C2C=CC=CC=2)([P](C2C=CC=CC=2)(C2C=CC=CC=2)C2C=CC=CC=2)[P](C2C=CC=CC=2)(C2C=CC=CC=2)C2C=CC=CC=2)(C2C=CC=CC=2)C2C=CC=CC=2)=CC=1>[F:25][C:26]1[CH:31]=[CH:30][CH:29]=[CH:28][C:27]=1[C:7]1[C:8]([C:17]([N:19]([O:21][CH3:22])[CH3:20])=[O:18])=[CH:9][CH:10]=[C:11]2[C:16]=1[N:15]=[CH:14][CH:13]=[CH:12]2 |f:2.3.4,^1:57,59,78,97|. Procedure details: To a mixture of 7-{[methoxy(methyl)amino]carbonyl}quinolin-8-yl trifluoromethanesulfonate (0.15 g, 0.41 mmol) and (2-fluorophenyl)boronic acid (0.069 g, 0.49 mmol) in 1,4-dioxane (2 mL) was added 1 N solution of sodium carbonate (0.065 g, 0.62 mmol) in water (0.62 mL, 34 mmol) and tetrakis(triphenylphosphine)palladium(0) (0.024 g, 0.020 mmol). The mixture was heated at 100° C. overnight. After cooling, the mixture was diluted with ethyl acetate, washed with water, dried over MgSO4, and concentra...